This data is from the Open Reaction Database (ORD), a public repository of structured organic reaction records. The task is: describe an organic reaction: reactants, conditions, products, and yield The reactants are Br.BrCC=1C=NC=CC1 (3-(bromomethyl)pyridine hydrobromide), 5,6-dihydrospiro[benzo[1,2-b:5,4-b′]difuran-3,3′-indol]-2″(1′H)-one, BrCC1OCCCC1 (2-(bromomethyl)tetrahydro-2H-pyran), N1C(C2(C3=CC=CC=C13)COC=1C=CC=3C(=NON3)C12)=O (spiro[furo[3,2-e][2,1,3]benzoxadiazole-8,3′-indol]-2′(1′H)-one). The product is N1=CC(=CC=C1)CN1C(C2(C3=CC=CC=C13)COC=1C=CC=3C(=NON3)C12)=O (1′-(pyridin-3-ylmethyl)spiro[furo[3,2-e][2,1,3]benzoxadiazole-8,3′-indol]-2′(1′H)-one). As a reaction SMILES: Br.Br[CH2:3][C:4]1[CH:5]=[N:6][CH:7]=[CH:8][CH:9]=1.BrCC1CCCCO1.[NH:18]1[C:26]2[C:21](=[CH:22][CH:23]=[CH:24][CH:25]=2)[C:20]2([C:37]3[C:33]4=[N:34][O:35][N:36]=[C:32]4[CH:31]=[CH:30][C:29]=3[O:28][CH2:27]2)[C:19]1=[O:38]>>[N:6]1[CH:7]=[CH:8][CH:9]=[C:4]([CH2:3][N:18]2[C:26]3[C:21](=[CH:22][CH:23]=[CH:24][CH:25]=3)[C:20]3([C:37]4[C:33]5=[N:34][O:35][N:36]=[C:32]5[CH:31]=[CH:30][C:29]=4[O:28][CH2:27]3)[C:19]2=[O:38])[CH:5]=1 |f:0.1|. Procedure: Following the procedure as described in EXAMPLE 4 and making non-critical variations using 3-(bromomethyl)pyridine hydrobromide to replace 2-(bromomethyl)tetrahydro-2H-pyran, and spiro[furo[3,2-e][2,1,3]benzoxadiazole-8,3′-indol]-2′(1′H)-one to replace 5,6-dihydrospiro[benzo[1,2-b:5,4-b′]difuran-3,3′-indol]-2″(1′H)-one, 1′-(pyridin-3-ylmethyl)spiro[furo[3,2-e][2,1,3]benzoxadiazole-8,3′-indol]-2′(1′H)-one was obtained (47%) as a colorless solid: mp 230-232° C.; 1H NMR (300 MHz, CDCl3) δ 8.74 (s, ... Starting materials: C(C)OC1=CC=C(CBr)C=C1 (4-ethoxybenzyl bromide), C(CC)[C@@H]1CC[C@H](CC1)C1=CC(=C(C=C1)S)Br (4-(trans-4-n-propylcyclohexyl)-2-bromothiophenol), C(CC)[C@@H]1CC[C@H](CC1)C1=CC(=C(C=C1)O)Br (4-(trans-4-n-propylcyclohexyl)-2-bromophenol), CN(C(=S)Cl)C (dimethylthiocarbamoyl chloride). Yields the product C(CC)[C@@H]1CC[C@H](CC1)C1=CC(=C(C=C1)C(C1=CC=C(C=C1)OCC)SC(C1=CC=C(C=C1)OCC)C1=C(C=C(C=C1)[C@@H]1CC[C@H](CC1)CCC)Br)Br (4-(trans-4-n-propylcyclohexyl)-2-bromophenyl-(4-ethoxybenzyl)thioether). RXN SMILES: [CH2:1]([C@H:4]1[CH2:9][CH2:8][C@H:7]([C:10]2[CH:15]=[CH:14][C:13](S)=[C:12]([Br:17])[CH:11]=2)[CH2:6][CH2:5]1)[CH2:2][CH3:3].[CH2:18]([C@H:21]1[CH2:26][CH2:25][C@H:24]([C:27]2[CH:32]=[CH:31][C:30](O)=[C:29]([Br:34])[CH:28]=2)[CH2:23][CH2:22]1)[CH2:19][CH3:20].CN(C)[C:37](Cl)=[S:38].[CH2:41]([O:43][C:44]1[CH:51]=[CH:50][C:47]([CH2:48]Br)=[CH:46][CH:45]=1)[CH3:42]>>[CH2:1]([C@H:4]1[CH2:9][CH2:8][C@H:7]([C:10]2[CH:15]=[CH:14][C:13]([CH:48]([S:38][CH:37]([C:30]3[CH:31]=[CH:32][C:27]([C@H:24]4[CH2:25][CH2:26][C@H:21]([CH2:18][CH2:19][CH3:20])[CH2:22][CH2:23]4)=[CH:28][C:29]=3[Br:34])[C:47]3[CH:50]=[CH:51][C:44]([O:43][CH2:41][CH3:42])=[CH:45][CH:46]=3)[C:47]3[CH:50]=[CH:51][C:44]([O:43][CH2:41][CH3:42])=[CH:45][CH:46]=3)=[C:12]([Br:17])[CH:11]=2)[CH2:6][CH2:5]1)[CH2:2][CH3:3]. Reported procedure: 31.5 g of 4-(trans-4-n-propylcyclohexyl)-2-bromothiophenol [prepared from 4-(trans-4-n-propylcyclohexyl)-2-bromophenol obtained according to Example 3 by reaction with dimethylthiocarbamoyl chloride, thermal rearrangement and hydrolysis analogously to Organic Syntheses, Volume 51 (1971), pages 139-142] is etherified with 21.5 g of 4-ethoxybenzyl bromide analogously to Example 1(d). There is obtained 40.2 g of 4-(trans-4-n-propylcyclohexyl)-2-bromophenyl-(4-ethoxybenzyl)thioether. Starting materials: CC(C1OCC(C)(C)CO1)C1CCC2C3=CC=C4CC(OC(=O)Nc5ccccc5)CC(OC(=O)N(C)C)C4(C)C3CCC21C, CCC(C)=O, Cc1ccc(S(=O)(=O)[O-])cc1, c1cc[nH+]cc1. Yields the product CC(C=O)C1CCC2C3=CC=C4CC(OC(=O)Nc5ccccc5)CC(OC(=O)N(C)C)C4(C)C3CCC21C. As a reaction SMILES: [CH3:1][C:2]1([CH3:3])[CH2:6][O:7][CH:5]([CH:8]([CH3:9])[CH:10]2[CH2:11][CH2:12][CH:13]3[C:14]4=[CH:15][CH:16]=[C:17]5[CH2:18][CH:19]([O:35][C:36]([NH:37][c:38]6[cH:39][cH:40][cH:41][cH:42][cH:43]6)=[O:44])[CH2:20][CH:21]([O:29][C:30]([N:31]([CH3:32])[CH3:33])=[O:34])[C:22]5([CH3:23])[CH:24]4[CH2:25][CH2:26][C:27]23[CH3:28])[O:4][CH2:45]1.[CH3:63][C:64](=[O:65])[CH2:66][CH3:67].[c:46]1([CH3:47])[cH:48][cH:49][c:50]([S:51]([O-:52])(=[O:53])=[O:54])[cH:55][cH:56]1.[nH+:57]1[cH:58][cH:59][cH:60][cH:61][cH:62]1>>[O:4]=[CH:5][CH:8]([CH3:9])[CH:10]1[CH2:11][CH2:12][CH:13]2[C:14]3=[CH:15][CH:16]=[C:17]4[CH2:18][CH:19]([O:35][C:36]([NH:37][c:38]5[cH:39][cH:40][cH:41][cH:42][cH:43]5)=[O:44])[CH2:20][CH:21]([O:29][C:30]([N:31]([CH3:32])[CH3:33])=[O:34])[C:22]4([CH3:23])[CH:24]3[CH2:25][CH2:26][C:27]12[CH3:28]. The reactants are O=C(Cl)C1CCC1, Cl, Nc1cccc(-c2cccc3cc(C(=O)NC4CN5CCC4CC5)sc23)c1. The product is Cl, O=C(NC1CN2CCC1CC2)c1cc2cccc(-c3cccc(NC(=O)C4CCC4)c3)c2s1. RXN SMILES: [CH:29]1([C:33](=[O:34])[Cl:35])[CH2:30][CH2:31][CH2:32]1.[ClH:1].[NH2:2][c:3]1[cH:4][c:5](-[c:9]2[cH:10][cH:11][cH:12][c:13]3[cH:14][c:15]([C:18](=[O:19])[NH:20][CH:21]4[CH2:22][N:23]5[CH2:24][CH2:25][CH:26]4[CH2:27][CH2:28]5)[s:16][c:17]23)[cH:6][cH:7][cH:8]1>>[ClH:35].[NH:2]([c:3]1[cH:4][c:5](-[c:9]2[cH:10][cH:11][cH:12][c:13]3[cH:14][c:15]([C:18](=[O:19])[NH:20][CH:21]4[CH2:22][N:23]5[CH2:24][CH2:25][CH:26]4[CH2:27][CH2:28]5)[s:16][c:17]23)[cH:6][cH:7][cH:8]1)[C:33]([CH:29]1[CH2:30][CH2:31][CH2:32]1)=[O:34]. The reactants are solution, Cl (hydrogen chloride), C(C)N(CC)CCOC1=C(C=CC=C1)CCCCC1=CC=CC=C1 (N,N-diethyl-2-[2-(4-phenylbutyl)phenoxy]ethylamine). Solvent: O1CCOCC1 (dioxane), C(C)(=O)OCC (ethyl acetate). The product is Cl.C(C)N(CC)CCOC1=C(C=CC=C1)CCCCC1=CC=CC=C1 (N,N-Diethyl-2-[2-(4- phenylbutyl)phenoxy]ethylamine hydrochloride). Isolated yield 40.0%. As a reaction SMILES: [ClH:1].[CH2:2]([N:4]([CH2:7][CH2:8][O:9][C:10]1[CH:15]=[CH:14][CH:13]=[CH:12][C:11]=1[CH2:16][CH2:17][CH2:18][CH2:19][C:20]1[CH:25]=[CH:24][CH:23]=[CH:22][CH:21]=1)[CH2:5][CH3:6])[CH3:3]>O1CCOCC1.C(OCC)(=O)C>[ClH:1].[CH2:2]([N:4]([CH2:7][CH2:8][O:9][C:10]1[CH:15]=[CH:14][CH:13]=[CH:12][C:11]=1[CH2:16][CH2:17][CH2:18][CH2:19][C:20]1[CH:21]=[CH:22][CH:23]=[CH:24][CH:25]=1)[CH2:5][CH3:6])[CH3:3] |f:4.5|. Procedure: 0.59 ml of a 4N solution of hydrogen chloride in dioxane was added to a solution of 490 mg of N,N-diethyl-2-[2-(4-phenylbutyl)phenoxy]ethylamine [prepared as described in step (a) above] in 5 ml of ethyl acetate, and the crystals which precipitated were collected by filtration, washed with ethyl acetate and dried in vacuo, to give 216 mg (yield 40%) of the title compound as colorless crystals, melting at 135°-138° C. Starting materials: NC1C(N(C2=C(C(=N1)C1=CC=CC=C1)C=CC=C2)C)=O (3(R,S)-amino-1,3-dihydro-1-methyl-5-phenyl-2H-1,4-benzodiazepin-2-one), C1(=CC=CC=C1)N=C=O (phenylisocyanate). Product: CN1C(C(N=C(C2=C1C=CC=C2)C2=CC=CC=C2)NC(=O)NC2=CC=CC=C2)=O (N-(2,3-Dihydro-1-methyl-2-oxo-5-phenyl-1H-1,4-benzodiazepin-3-yl)-N'-phenylurea). Reaction SMILES: [NH2:1][CH:2]1[N:8]=[C:7]([C:9]2[CH:14]=[CH:13][CH:12]=[CH:11][CH:10]=2)[C:6]2[CH:15]=[CH:16][CH:17]=[CH:18][C:5]=2[N:4]([CH3:19])[C:3]1=[O:20].[C:21]1([N:27]=[C:28]=[O:29])[CH:26]=[CH:25][CH:24]=[CH:23][CH:22]=1>O1CCCC1>[CH3:19][N:4]1[C:5]2[CH:18]=[CH:17][CH:16]=[CH:15][C:6]=2[C:7]([C:9]2[CH:14]=[CH:13][CH:12]=[CH:11][CH:10]=2)=[N:8][CH:2]([NH:1][C:28]([NH:27][C:21]2[CH:26]=[CH:25][CH:24]=[CH:23][CH:22]=2)=[O:29])[C:3]1=[O:20]. Reaction conditions: time 8 hour. Run in O1CCCC1 (tetrahydrofuran). Procedure: Equimolar amounts of 3(R,S)-amino-1,3-dihydro-1-methyl-5-phenyl-2H-1,4-benzodiazepin-2-one and phenylisocyanate were mixed in 8 ml of dry tetrahydrofuran at room temperature. The reaction mixture was allowed to stand for 8 hours and was then filtered. The collected solids were washed with tetrahydrofuran and dried in vacuo over P2O5 to give the analytical product: m.p. 260°-261° C. Starting materials: C1(C=2C(C(N1C(CC(=O)O)C)=O)=CC=CC2)=O (3-phthalimidobutyric acid), C(=O)(N1C=NC=C1)N1C=NC=C1 (carbonyldiimidazol), ClC=1C=CC2=C(C=NC(C(=N2)NN)C2=C(C=CC=C2)Cl)C1 (7-chloro-2-hydrazino-(o-chlorophenyl)-3H-1,4-benzodiazepine). Run in O1CCCC1 (tetrahydrofuran). Product: ClC=1C=CC2=C(C(=NCC(=N2)NNC(CC(C)N2C(C=3C(C2=O)=CC=CC3)=O)=O)C3=C(C=CC=C3)Cl)C1 (3-phthalimidobutyric acid, 2-[7-chloro-5-(o-chlorophenyl)3H-1,4-benzodiazepin-2-yl]hydrazide). Reaction SMILES: [C:1]1(=[O:17])[N:5]([CH:6]([CH3:11])[CH2:7][C:8]([OH:10])=O)[C:4](=[O:12])[C:3]2=[CH:13][CH:14]=[CH:15][CH:16]=[C:2]12.C(N1[CH:29]=[CH:28]N=C1)(N1C=CN=C1)=O.[Cl:30][C:31]1[CH:32]=[CH:33][C:34]2[N:40]=[C:39]([NH:41][NH2:42])[CH:38](C3C=CC=CC=3Cl)[N:37]=[CH:36][C:35]=2[CH:50]=1>O1CCCC1>[Cl:30][C:31]1[CH:32]=[CH:33][C:34]2[N:40]=[C:39]([NH:41][NH:42][C:8](=[O:10])[CH2:7][CH:6]([N:5]3[C:1](=[O:17])[C:2]4=[CH:16][CH:15]=[CH:14][CH:13]=[C:3]4[C:4]3=[O:12])[CH3:11])[CH2:38][N:37]=[C:36]([C:29]3[CH:28]=[CH:34][CH:35]=[CH:50][C:31]=3[Cl:30])[C:35]=2[CH:50]=1. Procedure details: In the manner given in Example 26, 3-phthalimidobutyric acid and carbonyldiimidazol are reacted in tetrahydrofuran. To this mixture is added 7-chloro-2-hydrazino-(o-chlorophenyl)-3H-1,4-benzodiazepine to give 3-phthalimidobutyric acid, 2-[7-chloro-5-(o-chlorophenyl)3H-1,4-benzodiazepin-2-yl]hydrazide which is warmed with acetic acid to give N-[2-[8-chloro-6-(o-chlorophenyl)-4H-s-triazolo-[4,3-a][1,4]benzodiazepin-1-yl]propyl]phthalimide. Reactants: ClC1=CC(=NC=N1)C(=O)NC1=C(C=C(C=C1)S(=O)(=O)N(C)CC(=O)OC)C (methyl 2-(4-(6-chloropyrimidine-4-carboxamido)-N,3-dimethylphenylsulfonamido)acetate), ClC1=CC(=NC=N1)C(=O)NC1=C(C=C(C=C1)S(=O)(=O)N(C)CC(=O)OC)C (methyl 2-(4-(6-chloropyrimidine-4-carboxamido)-N,3-dimethylphenylsulfonamido)acetate), C(C)(C)NC(C)C (diisopropylamine), C1(CC1)CNC1CCCCC1 (N-(cyclopropylmethyl)cyclohexanamine). Solvent: CO (methanol). Conditions: temperature 160 celsius. Yields the product C1(CCCCC1)N(C1=CC(=NC=N1)C(=O)NC1=C(C=C(C=C1)S(=O)(=O)N(C)CC(=O)OC)C)CC1CC1 (methyl 2-(4-(6-(cyclohexyl(cyclopropylmethyl)amino)pyrimidine-4-carboxamido)-N,3-dimethylphenylsulfonamido)acetate). RXN SMILES: Cl[C:2]1[N:7]=[CH:6][N:5]=[C:4]([C:8]([NH:10][C:11]2[CH:16]=[CH:15][C:14]([S:17]([N:20]([CH2:22][C:23]([O:25][CH3:26])=[O:24])[CH3:21])(=[O:19])=[O:18])=[CH:13][C:12]=2[CH3:27])=[O:9])[CH:3]=1.C(NC(C)C)(C)C.[CH:35]1([CH2:38][NH:39][CH:40]2[CH2:45][CH2:44][CH2:43][CH2:42][CH2:41]2)[CH2:37][CH2:36]1>CO>[CH:40]1([N:39]([CH2:38][CH:35]2[CH2:36][CH2:37]2)[C:2]2[N:7]=[CH:6][N:5]=[C:4]([C:8]([NH:10][C:11]3[CH:16]=[CH:15][C:14]([S:17]([N:20]([CH2:22][C:23]([O:25][CH3:26])=[O:24])[CH3:21])(=[O:19])=[O:18])=[CH:13][C:12]=3[CH3:27])=[O:9])[CH:3]=2)[CH2:41][CH2:42][CH2:43][CH2:44][CH2:45]1. Procedure: A solution of methyl 2-(4-(6-chloropyrimidine-4-carboxamido)-N,3-dimethylphenylsulfonamido)acetate (Intermediate 36, 123 mg; 0.30 mmol) and diisopropylamine (105.5 mL; 0.61 mmol) in methanol (4 ml) was treated with N-(cyclopropylmethyl)cyclohexanamine (45.3 mg; 0.37 mmol). The mixture was heated to 160° C. in a microwave for 1 hour and then the solvent removed in vacuo. The residue was purified by column chromatography (silica) eluting with petroleum ether containing increasing amounts of EtOAc ...